describe an organic reaction: reactants, conditions, products, and yield From a dataset of the Open Reaction Database (ORD), a public repository of structured organic reaction records. Procedure: A solution of ethyl 4-(1,4-diazepan-1-yl)benzoate (0.621 g, 2.5 mmol), (1-ethoxycyclopropoxy)trimethylsilane (2.51 mL, 12.50 mmol) and acetic acid (0.286 mL, 5.00 mmol) in tetrahydrofuran (50 mL), methanol (5 mL) was treated with sodium cyanoborohydride (0.393 g, 6.25 mmol) at 20° C. The resulting solution was stirred at 60° C. for 18 h. The reaction mixture was cooled, filtered and evaporated to dryness. 1N HCl (40 ml) and water (60 ml) were added and the solution extracted with ethyl acetate (... Starting materials: N1(CCNCCC1)C1=CC=C(C(=O)OCC)C=C1 (ethyl 4-(1,4-diazepan-1-yl)benzoate), C(C)OC1(CC1)O[Si](C)(C)C ((1-ethoxycyclopropoxy)trimethylsilane), C(C)(=O)O (acetic acid), C(#N)[BH3-].[Na+] (sodium cyanoborohydride). Yields the product C1(CC1)N1CCN(CCC1)C1=CC=C(C(=O)OCC)C=C1 (ethyl 4-(4-cyclopropyl-1,4-diazepan-1-yl)benzoate). Yield: 117.8%. Run at temperature 60 celsius, time 18 hour. Run in O1CCCC1 (tetrahydrofuran), CO (methanol). RXN SMILES: [N:1]1([C:8]2[CH:18]=[CH:17][C:11]([C:12]([O:14][CH2:15][CH3:16])=[O:13])=[CH:10][CH:9]=2)[CH2:7][CH2:6][CH2:5][NH:4][CH2:3][CH2:2]1.C(O[C:22]1(O[Si](C)(C)C)[CH2:24][CH2:23]1)C.C(O)(=O)C.C([BH3-])#N.[Na+]>O1CCCC1.CO>[CH:22]1([N:4]2[CH2:5][CH2:6][CH2:7][N:1]([C:8]3[CH:18]=[CH:17][C:11]([C:12]([O:14][CH2:15][CH3:16])=[O:13])=[CH:10][CH:9]=3)[CH2:2][CH2:3]2)[CH2:24][CH2:23]1 |f:3.4|. Starting materials: FC1=CC=C(C=C1)N1CCN(CC1)CC1=CC=C(C=C1)[N+](=O)[O-] (1-(4-fluorophenyl)-4-[ (4-nitrophenyl)methyl ]piperazine). Reagents/catalysts: [Cl-].[Cl-].[Cl-].[Ti+3] (titanium trichloride). Solvent: O (water), CCOCC (ether). Yields the product NC1=CC=C(C=C1)CN1CCN(CC1)C1=CC=C(C=C1)F (1-[ (4-aminophenyl)methyl ]-4-(4-fluorophenyl)piperazine). The yield is 66.3%. Reaction SMILES: [F:1][C:2]1[CH:7]=[CH:6][C:5]([N:8]2[CH2:13][CH2:12][N:11]([CH2:14][C:15]3[CH:20]=[CH:19][C:18]([N+:21]([O-])=O)=[CH:17][CH:16]=3)[CH2:10][CH2:9]2)=[CH:4][CH:3]=1>CCOCC.O.[Cl-].[Cl-].[Cl-].[Ti+3]>[NH2:21][C:18]1[CH:19]=[CH:20][C:15]([CH2:14][N:11]2[CH2:10][CH2:9][N:8]([C:5]3[CH:6]=[CH:7][C:2]([F:1])=[CH:3][CH:4]=3)[CH2:13][CH2:12]2)=[CH:16][CH:17]=1 |f:3.4.5.6|. Procedure: To a suspension of 1-(4-fluorophenyl)-4-[ (4-nitrophenyl)methyl ]piperazine (1.5 g, 0.005 M) in 15 ml of anhydrous ether is added dropwise a solution of 15 ml of titanium trichloride in water (20% solution in water), under nitrogen at room temperature. After complete addition, the mixture is quenched with 10% ammonium hydroxide solution and extracted with methylene chloride. The methylene chloride solution is washed with water, dried (anhydrous sodium sulfate), and concentrated to a yellow solid...